Dataset: the Open Reaction Database (ORD), a public repository of structured organic reaction records. Task: describe an organic reaction: reactants, conditions, products, and yield The reactants are CC1=C2C(CCSC2=C(C=C1C(=O)OC)C)O (methyl 5,8-dimethyl-4-hydroxy-6-thiochromanecarboxylate), C(C)(=O)[O-].[Na+] (sodium acetate), S(=O)(=O)(O[O-])[O-].[K+].[K+] (potassium peroxymonosulfate), OOS(=O)[O-].[K+] (OXONE). Solvent: CO (methanol), O (water), O (water). Conditions: temperature 0 celsius, time 4 hour. The product is CC1=C2C(CCS(C2=C(C=C1C(=O)OC)C)(=O)=O)O (Methyl 5,8-dimethyl-4-hydroxy-1,1-dioxo-1,2,3,4-tetrahydro-1λ6-thiochromene-6-carboxylate). As a reaction SMILES: [CH3:1][C:2]1[C:11]([C:12]([O:14][CH3:15])=[O:13])=[CH:10][C:9]([CH3:16])=[C:8]2[C:3]=1[CH:4]([OH:17])[CH2:5][CH2:6]S2.C([O-])(=O)C.[Na+].O[O:24][S:25]([O-:27])=O.[K+].S([O-])(O[O-])(=O)=O.[K+].[K+]>O.CO>[CH3:1][C:2]1[C:11]([C:12]([O:14][CH3:15])=[O:13])=[CH:10][C:9]([CH3:16])=[C:8]2[C:3]=1[CH:4]([OH:17])[CH2:5][CH2:6][S:25]2(=[O:27])=[O:24] |f:1.2,3.4,5.6.7|. Procedure details: 10 g (0.04 mol) of methyl 5,8-dimethyl-4-hydroxy-6-thiochromanecarboxylate and 4.9 g (0.06 mol) of sodium acetate were together added to 200 ml of methanol. The mixture was cooled to 0° C. and slowly admixed with a solution of 41.4 g (0.07 mol) of OXONE® (potassium peroxymonosulfate) in 200 ml of water. During the addition, the reaction temperature was kept below 6° C. The mixture was subsequently stirred at room temperature for 4 h and then diluted with 120 ml of water. The mixture was extracte... Reactants: NC=1C=C(C=CC1)C1=NN(C2=CC=C(C=C12)C(=O)N)C1OCCCC1 (3-(3-aminophenyl)-1-perhydro-2H-pyran-2-yl-1H-indazole-5-carboxamide), ClC1=C(C=CC(=C1)F)CC(=O)O (2-chloro-4-fluorophenylacetic acid), CCN=C=NCCCN(C)C (EDCI). Product: ClC1=C(C=CC(=C1)F)CC(=O)NC=1C=C(C=CC1)C1=NNC2=CC=C(C=C12)C(=O)N (3-{3-[2-(2-CHLORO-4-FLUOROPHENYL) ACETYLAMINO]PHENYL}-1H-INDAZOLE-5-CARBOXAMIDE). Yield: 16.0%. RXN SMILES: [NH2:1][C:2]1[CH:3]=[C:4]([C:8]2[C:16]3[C:11](=[CH:12][CH:13]=[C:14]([C:17]([NH2:19])=[O:18])[CH:15]=3)[N:10](C3CCCCO3)[N:9]=2)[CH:5]=[CH:6][CH:7]=1.[Cl:26][C:27]1[CH:32]=[C:31]([F:33])[CH:30]=[CH:29][C:28]=1[CH2:34][C:35](O)=[O:36].CCN=C=NCCCN(C)C>>[Cl:26][C:27]1[CH:32]=[C:31]([F:33])[CH:30]=[CH:29][C:28]=1[CH2:34][C:35]([NH:1][C:2]1[CH:3]=[C:4]([C:8]2[C:16]3[C:11](=[CH:12][CH:13]=[C:14]([C:17]([NH2:19])=[O:18])[CH:15]=3)[NH:10][N:9]=2)[CH:5]=[CH:6][CH:7]=1)=[O:36]. Procedure details: Following Example 290, the reaction of 3-(3-aminophenyl)-1-perhydro-2H-pyran-2-yl-1H-indazole-5-carboxamide (200 mg, 0.56 mmol) with 2-chloro-4-fluorophenylacetic acid (0.13 g, 0.71 mmol) and EDCI (0.17 g, 0.89 mmol) furnished 38 mg (14% yield) of the title compound. 1H NMR (DMSO-d6) δ 10.4 (s, 1H), 8.6 (s, 1H), 8.1 (br s, 1H), 7.9 (dd, 1H), 7.75 (m, 2H), 7.65 (d, 1H), 7.52–7.4 (m, 3H), 7.35 (s, 1H), 7.2 (m, 1H), 3.9 (s, 2H); ES-MS (m/z) 423 [M]+. Reactants: O=C(c1ccccc1F)c1cc(Cl)ccc1C#CCN1C(=O)c2ccccc2C1=O, C1CCOC1. Product: O=C(c1ccccc1F)c1cc(Cl)ccc1CCCN1C(=O)c2ccccc2C1=O. RXN SMILES: [Cl:1][c:2]1[cH:3][c:4]([C:22]([c:23]2[c:24]([F:29])[cH:25][cH:26][cH:27][cH:28]2)=[O:30])[c:5]([C:8]#[C:9][CH2:10][N:11]2[C:12](=[O:21])[c:13]3[c:14]([cH:17][cH:18][cH:19][cH:20]3)[C:15]2=[O:16])[cH:6][cH:7]1.[O:31]1[CH2:32][CH2:33][CH2:34][CH2:35]1>>[Cl:1][c:2]1[cH:3][c:4]([C:22]([c:23]2[c:24]([F:29])[cH:25][cH:26][cH:27][cH:28]2)=[O:30])[c:5]([CH2:8][CH2:9][CH2:10][N:11]2[C:12](=[O:21])[c:13]3[c:14]([cH:17][cH:18][cH:19][cH:20]3)[C:15]2=[O:16])[cH:6][cH:7]1. Reactants: BrC1=C(C(=CC(=C1)C1=C2C=CC=CC2=C(C2=C1C1=C(S2)C=CC=C1)Br)Br)O (2,6-Dibromo-4-(6-bromo-benzo[b]naphtho[2,3-d]thiophen-11-yl)-phenol), N1=CC(=CC=C1)CCC(=O)OCC (3-Pyridin-3-yl-propionic acid, ethyl ester), BrBr (bromine). Product: BrC1=C(OC(C(=O)O)CC=2C=NC=CC2)C(=CC(=C1)C1=C2C=CC=CC2=C(C2=C1C1=C(S2)C=CC=C1)Br)Br (2-[2,6-Dibromo-4-(6-bromo-benzo[b]naphtho[2,3-d]thiophen-11-yl)-phenoxy]-3-pyridin-3 -yl-propionic acid). As a reaction SMILES: [Br:1][C:2]1[CH:7]=[C:6]([C:8]2[C:17]3[C:18]4[CH:24]=[CH:23][CH:22]=[CH:21][C:19]=4[S:20][C:16]=3[C:15]([Br:25])=[C:14]3[C:9]=2[CH:10]=[CH:11][CH:12]=[CH:13]3)[CH:5]=[C:4]([Br:26])[C:3]=1[OH:27].[N:28]1[CH:33]=[CH:32][CH:31]=[C:30]([CH2:34][CH2:35][C:36]([O:38]CC)=[O:37])[CH:29]=1.BrBr>>[Br:26][C:4]1[CH:5]=[C:6]([C:8]2[C:17]3[C:18]4[CH:24]=[CH:23][CH:22]=[CH:21][C:19]=4[S:20][C:16]=3[C:15]([Br:25])=[C:14]3[C:9]=2[CH:10]=[CH:11][CH:12]=[CH:13]3)[CH:7]=[C:2]([Br:1])[C:3]=1[O:27][CH:35]([CH2:34][C:30]1[CH:29]=[N:28][CH:33]=[CH:32][CH:31]=1)[C:36]([OH:38])=[O:37]. Procedure: Prepared from 2,6-dibromo-4-(6-bromo-benzo[b]naphtho [2,3-d]thiophen- 1 -yl)-phenol (Example 21) and 3-pyridin-3-yl-propionic acid, ethyl ester (Example 104). White solid: NMR (DMSO-d6); δ8.98 (s, 1 H), 8.82 (d., J=5 Hz, 1 H), 8.57 (d, J=8 Hz, 1 H), 8.28 (d, J=8 Hz, 1 H), 8.07 (d, J=8 Hz, 1 H), 7.96 (dd, J=8, 6 Hz, 1 H), 7.82 (d, J=2 Hz, 1 H), 7.79 (m, 1 H), 7.78 (d, J=2 Hz, 1 H),7.62 (dd, J=8, 1 Hz, 1 H), 7.57-7.50 (m, 2 H), 7.27 (dd, J=8, 1 Hz, 1 H), 6.67 (d, J=8 Hz, 1 H), 5.45 (dd, J=6, 2, 1 ... Starting materials: C[Mg]Cl (methylmagnesium chloride), C(C1=CC=CC=C1)N1CCC(CC1)(C#N)N1CCN(CC1)C (1-benzyl-4-(4-methyl-piperazin-1-yl)-piperidin-4-carbonitrile), [NH4+].[Cl-] (NH4Cl). Run in C1CCOC1 (THF). Run at time 2 hour. The product is C(C1=CC=CC=C1)N1CCC(CC1)(C)N1CCN(CC1)C (1-(1-benzyl-4-methyl-piperidin-4-yl)-4-methyl-piperazine). Reaction SMILES: C[Mg]Cl.[CH2:4]([N:11]1[CH2:16][CH2:15][C:14]([N:19]2[CH2:24][CH2:23][N:22]([CH3:25])[CH2:21][CH2:20]2)([C:17]#N)[CH2:13][CH2:12]1)[C:5]1[CH:10]=[CH:9][CH:8]=[CH:7][CH:6]=1.[NH4+].[Cl-]>C1COCC1>[CH2:4]([N:11]1[CH2:16][CH2:15][C:14]([N:19]2[CH2:20][CH2:21][N:22]([CH3:25])[CH2:23][CH2:24]2)([CH3:17])[CH2:13][CH2:12]1)[C:5]1[CH:10]=[CH:9][CH:8]=[CH:7][CH:6]=1 |f:2.3|. Procedure details: 10 mL methylmagnesium chloride solution (30 mmol, 3 M in THF) were added at RT to a solution of 3.0 g (10.1 mmol) 1-benzyl-4-(4-methyl-piperazin-1-yl)-piperidin-4-carbonitrile in 50 mL dry THF and the reaction mixture was stirred for 2 h. It was combined with saturated NH4Cl solution, stirred for 10 min, extracted exhaustively with diethyl ether and the combined organic phases were dried on Na2SO4. After the elimination of the desiccant and solvent the residue was purified by chromatography (Alo...